Dataset: the Open Reaction Database (ORD), a public repository of structured organic reaction records. Task: describe an organic reaction: reactants, conditions, products, and yield Starting materials: C(OCC)(OCC)OCC (triethyl orthoformate), ClC=1C=C(C=CC1)C=1N=C(SC1C(=O)N)NC1=C(C=CC(=C1)C=O)[N+](=O)[O-] (4-(3-chloro-phenyl)-2-(5-formyl-2-nitro-phenylamino)-thiazole-5-carboxylic acid amide), [Cl-].[NH4+] (ammonium chloride), O1CCCC1 (tetrahydrofuran). Reagents/catalysts: [Zn] (zinc), [Zn] (zinc), [Zn] (zinc). Run in C(C)(=O)O (acetic acid). Reaction conditions: time 15 minute. Yields the product ClC=1C=C(C=CC1)C=1N=C(SC1C(=O)N)N1C=NC2=C1C=C(C=C2)C=O (4-(3-chloro-phenyl)-2-(6-formyl-benzoimidazol-1-yl)-thiazole-5-carboxylic acid amide). Reaction SMILES: [Cl:1][C:2]1[CH:3]=[C:4]([C:8]2[N:9]=[C:10]([NH:16][C:17]3[CH:22]=[C:21]([CH:23]=[O:24])[CH:20]=[CH:19][C:18]=3[N+:25]([O-])=O)[S:11][C:12]=2[C:13]([NH2:15])=[O:14])[CH:5]=[CH:6][CH:7]=1.[Cl-].[NH4+].O1CCC[CH2:31]1.C(OCC)(OCC)OCC>[Zn].C(O)(=O)C>[Cl:1][C:2]1[CH:3]=[C:4]([C:8]2[N:9]=[C:10]([N:16]3[C:17]4[CH:22]=[C:21]([CH:23]=[O:24])[CH:20]=[CH:19][C:18]=4[N:25]=[CH:31]3)[S:11][C:12]=2[C:13]([NH2:15])=[O:14])[CH:5]=[CH:6][CH:7]=1 |f:1.2|. Procedure: To a suspension of the 1.00 g (2.49 mmole) of 4-(3-chloro-phenyl)-2-(5-formyl-2-nitro-phenylamino)-thiazole-5-carboxylic acid amide (VI.2b), 40 mL of saturated aqueous ammonium chloride solution and 40 mL of tetrahydrofuran was added 1 g of zinc powder. The mixture was stirred room temperature for 15 minutes, then another 1 g of zinc powder was added. The mixture was stirred at room temperature for 15 minutes, then 1 g of zinc powder was added, and the mixture was stirred at room temperature for... The reactants are C1(=CC=CC=C1)NC1=NNC=N1 (phenyl-(1H-[1,2,4]triazol-3-yl)-amine), C(C)(C)NC(C)C (diisopropylamine), ClC1=NC=NC(=C1)Cl (4,6-dichloro-pyrimidine). The solvent is C(C)#N (acetonitrile). The product is ClC1=CC(=NC=N1)N1N=C(N=C1)NC1=CC=CC=C1 ([1-(6-Chloro-pyrimidin-4yl)-1H-[1,2,4]triazol-3-yl]-phenyl-amine). RXN SMILES: Cl[C:2]1[CH:7]=[C:6]([Cl:8])[N:5]=[CH:4][N:3]=1.[C:9]1([NH:15][C:16]2[N:20]=[CH:19][NH:18][N:17]=2)[CH:14]=[CH:13][CH:12]=[CH:11][CH:10]=1.C(NC(C)C)(C)C>C(#N)C>[Cl:8][C:6]1[N:5]=[CH:4][N:3]=[C:2]([N:18]2[CH:19]=[N:20][C:16]([NH:15][C:9]3[CH:14]=[CH:13][CH:12]=[CH:11][CH:10]=3)=[N:17]2)[CH:7]=1. Procedure details: To a suspension of 4,6-dichloro-pyrimidine (292 mg, 1.96 mmol ) in 5 ml anhydrous acetonitrile was added phenyl-(1H-[1,2,4]triazol-3-yl)-amine together with diisopropylamine (0.4 ml, 4.0 mmol). The mixture was heated at reflux in a sealed tube overnight. The reaction was cooled to room temperature and the solid was collected by filtration. The solid was washed with cold ether and dried under vacuum. Analytical data: LC/MS showed M+1=273.1, and M−1+271.2, retention time is 3.5 min. NMR in DMSO-d6... Starting materials: O=P(Cl)(Cl)Cl (POCl3), O=P(Cl)(Cl)Cl (POCl3), C(C)OC(CCCCCCN1C=CC=2C1=NC(=C(N2)C2=CC=C(C=C2)C)C2=CC=C(C=C2)C)=O (7-(2,3-di-p-tolyl-pyrrolo[2,3-b]pyrazin-5-yl)-heptanoic acid ethyl ester), C(C)OC(CCCCCCN1C=CC=2C1=NC(=C(N2)C2=CC=C(C=C2)C)C2=CC=C(C=C2)C)=O (7-(2,3-di-p-tolyl-pyrrolo[2,3-b]pyrazin-5-yl)-heptanoic acid ethyl ester), N#N (N2), CN(C)C=O (DMF). Run at time 3 hour. The product is C(=O)C1=CN(C2=NC(=C(N=C21)C2=CC=C(C=C2)C)C2=CC=C(C=C2)C)CCCCCCC(=O)OCC (Ethyl 7-(7-formyl-2,3-di-p-tolyl-5H-pyrrolo[2,3-b]pyrazin-5-yl)heptanoate). As a reaction SMILES: [CH2:1]([O:3][C:4](=[O:34])[CH2:5][CH2:6][CH2:7][CH2:8][CH2:9][CH2:10][N:11]1[C:15]2=[N:16][C:17]([C:27]3[CH:32]=[CH:31][C:30]([CH3:33])=[CH:29][CH:28]=3)=[C:18]([C:20]3[CH:25]=[CH:24][C:23]([CH3:26])=[CH:22][CH:21]=3)[N:19]=[C:14]2[CH:13]=[CH:12]1)[CH3:2].N#N.O=P(Cl)(Cl)Cl.CN([CH:45]=[O:46])C>>[CH:45]([C:13]1[C:14]2[C:15](=[N:16][C:17]([C:27]3[CH:28]=[CH:29][C:30]([CH3:33])=[CH:31][CH:32]=3)=[C:18]([C:20]3[CH:21]=[CH:22][C:23]([CH3:26])=[CH:24][CH:25]=3)[N:19]=2)[N:11]([CH2:10][CH2:9][CH2:8][CH2:7][CH2:6][CH2:5][C:4]([O:3][CH2:1][CH3:2])=[O:34])[CH:12]=1)=[O:46]. Procedure: A mixture comprising 7-(2,3-di-p-tolyl-pyrrolo[2,3-b]pyrazin-5-yl)-heptanoic acid ethyl ester (Intermediate B) (479 mg, 1.051 mmol) in anhydrous DMF (1 ml) was degassed with N2 and treated dropwise with POCl3 (0.147 ml, 1.577 mmol). The mixture was stirred at room temperature for 3 hours and treated with a further portion of POCl3 (0.147 ml, 1.577 mmol). After stirring at RT for 16 hours, the mixture was partitioned between water (100 ml) and EtOAc (20 ml) and the pH of the bi-phasic solution wa...